Dataset: the Open Reaction Database (ORD), a public repository of structured organic reaction records. Task: describe an organic reaction: reactants, conditions, products, and yield Conditions: temperature 0 celsius, time 1 hour. Procedure: To 83 mg (0.22 mmol) of 6-carboxyfluorescein dissolved in 2 ml of dimethylformamide was added 28 mg (0.24 mmol) of N-hydroxysuccinimide and 55 mg (0.27 mmol) of N,N'-dicyclohexylcarbodiimide. The reaction mixture was stirred at 0° C. under argon atmosphere for one hour and then maintained at 4° C. for 16 hours to yield a N-hydroxysuccinimide active ester of carboxyfluorescein having the formula: ##STR5## Reaction SMILES: [CH:1]1[C:6]([C:7]([OH:9])=[O:8])=[CH:5][C:4]([C:10]2[C:20]3[CH:21]=[CH:22][C:23]([OH:25])=[CH:24][C:19]=3[O:18][C:17]3[C:11]=2[CH:12]=[CH:13][C:14]([CH:16]=3)=[O:15])=[C:3]([C:26]([OH:28])=[O:27])[CH:2]=1.[OH:29][N:30]1[C:34](=[O:35])[CH2:33][CH2:32][C:31]1=[O:36].C1(N=C=NC2CCCCC2)CCCCC1>CN(C)C=O>[OH:29][N:30]1[C:34](=[O:35])[CH2:33][CH2:32][C:31]1=[O:36].[CH:1]1[C:6]([C:7]([OH:9])=[O:8])=[CH:5][C:4]2[C:10]3([O:27][C:26](=[O:28])[C:3]=2[CH:2]=1)[C:11]1[CH:12]=[CH:13][C:14]([OH:15])=[CH:16][C:17]=1[O:18][C:19]1[CH:24]=[C:23]([OH:25])[CH:22]=[CH:21][C:20]3=1. Run in CN(C=O)C (dimethylformamide). Reactants: C1=CC(=C(C=C1C(=O)O)C2=C3C=CC(=O)C=C3OC4=C2C=CC(=C4)O)C(=O)O (6-carboxyfluorescein), ON1C(CCC1=O)=O (N-hydroxysuccinimide), C1(CCCCC1)N=C=NC1CCCCC1 (N,N'-dicyclohexylcarbodiimide). Yields the product ON1C(CCC1=O)=O (N-hydroxysuccinimide), C1=CC2=C(C=C1C(=O)O)C3(C4=C(C=C(C=C4)O)OC5=C3C=CC(=C5)O)OC2=O (carboxyfluorescein). Run in C(C)(=O)O (acetic acid), C(C)(=O)OCC (ethyl acetate). The yield is 49.6%. Conditions: time 3 hour. Yields the product C(C)(C)(C)OC(N(CC=1C=CC=C2CCNC12)CC1=CC=CC=C1)=O (Benzyl-(2,3-dihydro-1H-indol-7-ylmethyl)carbamic acid tert-butyl ester). As a reaction SMILES: C([BH3-])#N.[Na+].[C:5]([O:9][C:10](=[O:29])[N:11]([CH2:22][C:23]1[CH:28]=[CH:27][CH:26]=[CH:25][CH:24]=1)[CH2:12][C:13]1[CH:14]=[CH:15][CH:16]=[C:17]2[C:21]=1[NH:20][CH:19]=[CH:18]2)([CH3:8])([CH3:7])[CH3:6]>C(O)(=O)C.C(OCC)(=O)C>[C:5]([O:9][C:10](=[O:29])[N:11]([CH2:22][C:23]1[CH:24]=[CH:25][CH:26]=[CH:27][CH:28]=1)[CH2:12][C:13]1[CH:14]=[CH:15][CH:16]=[C:17]2[C:21]=1[NH:20][CH2:19][CH2:18]2)([CH3:8])([CH3:6])[CH3:7] |f:0.1|. Reported procedure: Add sodium cyanoborohydride (3.0 g, 47.6 mmol) to a solution of benzyl-(1H-indol-7-ylmethyl)carbamic acid tert-butyl ester (10.0 g, 29.8 mmol) in acetic acid. Stir the mixture at ambient temperature for 3 hours. Dilute with ethyl acetate and cool in an ice bath. Wash the mixture with aqueous 3.0 N sodium hydroxide until pH is 8. Dry the organic layer with magnesium sulfate and concentrate. Purify by chromatography (silica gel; hexane/ethyl acetate; 3:1 to 0:1) to afford a solid as the title comp... Starting materials: C(#N)[BH3-].[Na+] (sodium cyanoborohydride), C(C)(C)(C)OC(N(CC=1C=CC=C2C=CNC12)CC1=CC=CC=C1)=O (benzyl-(1H-indol-7-ylmethyl)carbamic acid tert-butyl ester). The reactants are C(C)(=O)O[C@H]1[C@@H](O[C@@H]([C@H]1OC(C)=O)CO)OC(C)=O ((2S,3R,4R,5R)-2,4-diacetoxy-5-hydroxymethyl-tetrahydro-furan-3-yl acetate), ClS(=O)(=O)N (chlorosulfonamide). The product is C(C)(=O)O[C@H]1[C@@H](O[C@@H]([C@H]1OC(C)=O)COS(N)(=O)=O)OC(C)=O ((2S,3R,4R,5R)-2,4-Diacetoxy-5-sulfamoyloxymethyl-tetrahydro-furan-3-yl acetate). Reaction SMILES: [C:1]([O:4][C@@H:5]1[C@H:9]([O:10][C:11](=[O:13])[CH3:12])[C@@H:8]([CH2:14][OH:15])[O:7][C@H:6]1[O:16][C:17](=[O:19])[CH3:18])(=[O:3])[CH3:2].Cl[S:21]([NH2:24])(=[O:23])=[O:22]>>[C:1]([O:4][C@@H:5]1[C@H:9]([O:10][C:11](=[O:13])[CH3:12])[C@@H:8]([CH2:14][O:15][S:21](=[O:23])(=[O:22])[NH2:24])[O:7][C@H:6]1[O:16][C:17](=[O:19])[CH3:18])(=[O:3])[CH3:2]. Procedure: The title compound was prepared from (2S,3R,4R,5R)-2,4-diacetoxy-5-hydroxymethyl-tetrahydro-furan-3-yl acetate by reaction with chlorosulfonamide following a procedure analogous to that described in Example 43, step f. Reactants: C1CCOC1, [N-]=[N+]=NCc1ccc2c(c1)[nH]c1c(C(N)=O)ccc(Br)c12, O, c1ccc(P(c2ccccc2)c2ccccc2)cc1. The product is NCc1ccc2c(c1)[nH]c1c(C(N)=O)ccc(Br)c12. RXN SMILES: [CH2:42]1[O:43][CH2:44][CH2:45][CH2:46]1.[N:1](=[N+:2]=[N-:3])[CH2:4][c:5]1[cH:6][cH:7][c:8]2[c:9]3[c:10]([Br:21])[cH:11][cH:12][c:13]([C:18](=[O:19])[NH2:20])[c:14]3[nH:15][c:16]2[cH:17]1.[OH2:41].[c:22]1([P:23]([c:24]2[cH:25][cH:26][cH:27][cH:28][cH:29]2)[c:30]2[cH:31][cH:32][cH:33][cH:34][cH:35]2)[cH:36][cH:37][cH:38][cH:39][cH:40]1>>[NH2:1][CH2:4][c:5]1[cH:6][cH:7][c:8]2[c:9]3[c:10]([Br:21])[cH:11][cH:12][c:13]([C:18](=[O:19])[NH2:20])[c:14]3[nH:15][c:16]2[cH:17]1. Starting materials: COC(=O)C(=O)c1ccccc1, CN(C)CC#CCN, CO, [Na+], [OH-]. The product is CN(C)CC#CCN(C=O)C(=O)c1ccccc1. RXN SMILES: [C:1]([c:2]1[cH:3][cH:4][cH:5][cH:6][cH:7]1)(=[O:8])[C:9]([O:10][CH3:11])=[O:12].[CH3:13][N:14]([CH2:15][C:16]#[C:17][CH2:18][NH2:19])[CH3:20].[CH3:23][OH:24].[Na+:22].[OH-:21]>>[C:1]([c:2]1[cH:3][cH:4][cH:5][cH:6][cH:7]1)(=[O:8])[N:19]([CH2:18][C:17]#[C:16][CH2:15][N:14]([CH3:13])[CH3:20])[CH:23]=[O:21]. Reactants: NCC1=CN(C2=CC(=CC=C2C1=O)Cl)C1=CC=CC=C1 (3-(aminomethyl)-7-chloro-1-phenylquinolin-4(1H)-one), CN(C=1C=C(C(=O)O)C=CN1)C (2-dimethylamino-isonicotinic acid). Yields the product ClC1=CC=C2C(C(=CN(C2=C1)C1=CC=CC=C1)CNC(C1=CC(=NC=C1)N(C)C)=O)=O (N-(7-Chloro-4-oxo-1-phenyl-1,4-dihydro-quinolin-3-ylmethyl)-2-dimethylamino-iso-nicotinamide). RXN SMILES: [NH2:1][CH2:2][C:3]1[C:12](=[O:13])[C:11]2[C:6](=[CH:7][C:8]([Cl:14])=[CH:9][CH:10]=2)[N:5]([C:15]2[CH:20]=[CH:19][CH:18]=[CH:17][CH:16]=2)[CH:4]=1.[CH3:21][N:22]([CH3:32])[C:23]1[CH:24]=[C:25]([CH:29]=[CH:30][N:31]=1)[C:26](O)=[O:27]>>[Cl:14][C:8]1[CH:7]=[C:6]2[C:11]([C:12](=[O:13])[C:3]([CH2:2][NH:1][C:26](=[O:27])[C:25]3[CH:29]=[CH:30][N:31]=[C:23]([N:22]([CH3:21])[CH3:32])[CH:24]=3)=[CH:4][N:5]2[C:15]2[CH:16]=[CH:17][CH:18]=[CH:19][CH:20]=2)=[CH:10][CH:9]=1. Procedure details: N-(7-Chloro-4-oxo-1-phenyl-1,4-dihydro-quinolin-3-ylmethyl)-2-dimethylamino-iso-nicotinamide was prepared starting from intermediate D and 2-dimethylamino-isonicotinic acid. MS calcd. for C24H22ClN4O2 [(M+H)+] 433.1, obsd. 432.9.